This data is from the Open Reaction Database (ORD), a public repository of structured organic reaction records. The task is: describe an organic reaction: reactants, conditions, products, and yield As a reaction SMILES: [CH3:1][C:2]([N:10]1[CH:14]=[C:13]([NH:15][C:16](=[O:22])[CH:17]([NH2:21])[CH2:18][CH2:19][CH3:20])[N:12]=[CH:11]1)([CH3:9])[CH2:3][N:4]1[CH2:8][CH2:7][CH2:6][CH2:5]1.[F:23][C:24]1[CH:25]=[C:26]([CH:31]([OH:35])[C:32](O)=[O:33])[CH:27]=[C:28]([F:30])[CH:29]=1>>[CH3:1][C:2]([N:10]1[CH:14]=[C:13]([NH:15][C:16](=[O:22])[CH:17]([NH:21][C:32](=[O:33])[CH:31]([C:26]2[CH:27]=[C:28]([F:30])[CH:29]=[C:24]([F:23])[CH:25]=2)[OH:35])[CH2:18][CH2:19][CH3:20])[N:12]=[CH:11]1)([CH3:9])[CH2:3][N:4]1[CH2:8][CH2:7][CH2:6][CH2:5]1. The product is CC(CN1CCCC1)(C)N1C=NC(=C1)NC(C(CCC)NC(C(O)C1=CC(=CC(=C1)F)F)=O)=O (2-[2-(3,5-Difluoro-phenyl)-2-hydroxy-acetylamino]-pentanoic acid [1-(1,1-dimethyl-2-pyrrolidin-1-yl-ethyl)-1H-imidazol-4-yl]-amide). Procedure details: 2-Amino-pentanoic acid [1-(1,1-dimethyl-2-pyrrolidin-1-yl-ethyl)-1H-imidazol-4-yl]-amide was coupled with (3,5-Difluoro-phenyl)-hydroxy-acetic acid to afford the title compound: MS m/z 478.3 (M+1); Diastereomers were separated using a S,S-Whelk-O1 column (5 cm×25 cm), eluting with 70:30 heptane:iPrOH at a flow rate of 110 mL/min. The reactants are CC(CN1CCCC1)(C)N1C=NC(=C1)NC(C(CCC)N)=O (2-Amino-pentanoic acid [1-(1,1-dimethyl-2-pyrrolidin-1-yl-ethyl)-1H-imidazol-4-yl]-amide), FC=1C=C(C=C(C1)F)C(C(=O)O)O ((3,5-Difluoro-phenyl)-hydroxy-acetic acid). Yield: 92.6%. The solvent is C(C)(=O)OC(C)=O (acetic anhydride), C(C)(=O)OC(C)=O (acetic anhydride). Procedure details: 39.3 g of the product of Step B were refluxed in 80 ml of acetic anhydride and maintained at this temperature for 30 minutes and then allowed to cool. The acetic anhydride was expelled under reduced pressure and iced water was added to the residue. The precipitate obtained was separated, washed abundantly with water and then dissolved in ether. The organic solution was dried and concentrated to dryness under reduced pressure to obtain 34 g of the expected product melting at 70° C. Reactants: CC(C(=O)O)=C(NC(C(F)(F)F)=O)C1=CC=CC=C1 (2-methyl-3-phenyl-3-[(trifluoroacetyl)-amino]-2-propenoic acid), O (water). The product is CC1=C(N=C(OC1=O)C(F)(F)F)C1=CC=CC=C1 (5-methyl-4-phenyl-2-(trifluoromethyl)-6H-1,3-oxazine-6-one). Reaction SMILES: [CH3:1][C:2](=[C:6]([C:14]1[CH:19]=[CH:18][CH:17]=[CH:16][CH:15]=1)[NH:7][C:8](=[O:13])[C:9]([F:12])([F:11])[F:10])[C:3](O)=[O:4].O>C(OC(=O)C)(=O)C>[CH3:1][C:2]1[C:3](=[O:4])[O:13][C:8]([C:9]([F:12])([F:11])[F:10])=[N:7][C:6]=1[C:14]1[CH:19]=[CH:18][CH:17]=[CH:16][CH:15]=1. Reactants: BrC=1C=C(C(N(C1)C)=O)NC1=NC=2CCN(CC2C=C1)C(=O)OC(C)(C)C (tert-Butyl 2-(5-Bromo-1-methyl-2-oxo-1,2-dihydropyridin-3-ylamino)-7,8-dihydro-1,6-naphthyridine-6(5H)-carboxylate), Cl (hydrogen chloride). The solvent is O1CCOCC1 (dioxane), C(Cl)Cl (methylene chloride). Run at time 20 minute. The product is BrC=1C=C(C(N(C1)C)=O)NC1=NC=2CCNCC2C=C1 (5-Bromo-1-methyl-3-(5,6,7,8-tetrahydro-1,6-naphthyridin-2-ylamino)pyridin-2(1H)-one). RXN SMILES: [Br:1][C:2]1[CH:3]=[C:4]([NH:10][C:11]2[CH:20]=[CH:19][C:18]3[CH2:17][N:16](C(OC(C)(C)C)=O)[CH2:15][CH2:14][C:13]=3[N:12]=2)[C:5](=[O:9])[N:6]([CH3:8])[CH:7]=1.Cl>C(Cl)Cl.O1CCOCC1>[Br:1][C:2]1[CH:3]=[C:4]([NH:10][C:11]2[CH:20]=[CH:19][C:18]3[CH2:17][NH:16][CH2:15][CH2:14][C:13]=3[N:12]=2)[C:5](=[O:9])[N:6]([CH3:8])[CH:7]=1. Procedure: tert-Butyl 2-(5-bromo-1-methyl-2-oxo-1,2-dihydropyridin-3-ylamino)-7,8-dihydro-1,6-naphthyridine-6(5H)-carboxylate 158c (3.2 g, 7.4 mmol) was suspended in methylene chloride (20 mL), saturated hydrogen chloride in dioxane (20 mL) was added dropwise. The reaction mixture was stirred for 20 minutes and concentrated under reduced pressure to give 205a, which was used without further purification in the next step. LC/MS: m/z 336 (M+H)+ Reactants: OC(=O)CCCC[C@@H]1SC[C@@H]2NC(=O)N[C@H]12 (biotin), C([O-])([O-])=O.[Ca+2] (calcium carbonate), O=C[C@H](O)[C@@H](O)[C@H](O)[C@H](O)CO (glucose), S(=O)(=O)([O-])[O-].[NH4+].[NH4+] (ammonium sulfate), OP(=O)(O)[O-].[K+] (KH2PO4), MgSO4.7H2O, FeSO4.7H2O, CC1=C(SC=[N+]1CC=2C=NC(=NC2N)C)CCO.Cl.[Cl-] (vitamin B1), OC(=O)CCCC[C@@H]1SC[C@@H]2NC(=O)N[C@H]12 (biotin), [OH-].[K+] (KOH). Reagents/catalysts: [O-]S(=O)(=O)[O-].[Mn+2] (MnSO4). The product is N[C@@H](CCC(=O)O)C(=O)O (L-glutamic acid). As a reaction SMILES: [OH:1][C:2]([CH2:4][CH2:5][CH2:6]C[C@H]1[C@@H]2[C@@H](NC(N2)=O)CS1)=[O:3].O=C[C@@H]([C@H]([C@@H]([C@@H](CO)O)O)O)O.S([O-])([O-])(=O)=O.[NH4+].[NH4+].OP([O-])(O)=O.[K+].CC1[N+:47](CC2C=NC(C)=NC=2N)=CSC=1CCO.Cl.[Cl-].[OH-].[K+].[C:64](=[O:67])([O-:66])[O-].[Ca+2]>[O-]S([O-])(=O)=O.[Mn+2]>[NH2:47][C@H:4]([C:2]([OH:1])=[O:3])[CH2:5][CH2:6][C:64]([OH:66])=[O:67] |f:2.3.4,5.6,7.8.9,10.11,12.13,14.15|. Reported procedure: The thus obtained odhA gene-disrupted strain is isolated in a medium containing sugar. In the process of isolation, a spontaneous mutation is introduced into the chromosomal yggB gene at a high frequency. Then, the ability of the isolated strain to produce L-glutamic acid is evaluated by culturing the strain in a medium containing excess biotin. For example, a candidate strain is inoculated in 20 ml of culture medium (30 g/l glucose, 15 g/l ammonium sulfate, 1 g/l KH2PO4, 0.4 g/l MgSO4.7H2O, 0.0... Reactants: ClC1=NC=CC=C1Cl (2,3-dichloropyridine), ClC1=NC=CC=C1Cl (2,3-dichloropyridine), C(=O)([O-])[O-].[Cs+].[Cs+] (Cs2CO3), C(C)(C)(C)C1=CC2=C(NC(=N2)C2=CC=C(C=C2)N)C=C1 (4-(5-tert-butyl-1H-benzo[d]imidazol-2-yl)benzenamine), ClC1=CC2=C(NC(=N2)C2=CC=CC3=C2OCCN3)C=C1Cl (8-(5,6-dichloro-1H-benzo[d]imidazol-2-yl)-3,4-dihydro-2H-benzo[b][1,4]oxazine). The reagents and catalysts are CC(=O)[O-].CC(=O)[O-].[Pd+2] (Pd(OAc)2), C1(=CC=CC=C1)P(C1=C(C2=CC=CC=C2C=C1)C1=C(C=CC2=CC=CC=C12)P(C1=CC=CC=C1)C1=CC=CC=C1)C1=CC=CC=C1 (2,2′-bis(diphenylphosphino)-1,1′-binaphthyl). Run in C1(=CC=CC=C1)C (toluene). Conditions: temperature 90 celsius, time 12 hour. The product is C(C)(C)(C)C=1C=CC2=C(NC(=N2)C2=CC=CC=3N(CCOC32)C3=NC=CC=C3Cl)C1 (8-(6-tert-butyl-1H-benzimidazol-2-yl)-4-(3-chloro-pyridin-2-yl)-3,4-dihydro-2H-benzo[1,4]oxazine). The yield is 95.0%. RXN SMILES: [C:1]([C:5]1[CH:20]=[CH:19][C:8]2[NH:9][C:10]([C:12]3[CH:17]=[CH:16][C:15](N)=[CH:14][CH:13]=3)=[N:11][C:7]=2[CH:6]=1)([CH3:4])([CH3:3])[CH3:2].Cl[C:22]1[C:40]([Cl:41])=[CH:39][C:25]2[NH:26][C:27](C3C4OCCNC=4C=CC=3)=[N:28][C:24]=2[CH:23]=1.ClC1C(Cl)=CC=CN=1.C([O-])([O-])=[O:51].[Cs+].[Cs+]>C1(C)C=CC=CC=1.CC([O-])=O.CC([O-])=O.[Pd+2].C1(P(C2C=CC=CC=2)C2C=CC3C(=CC=CC=3)C=2C2C3C(=CC=CC=3)C=CC=2P(C2C=CC=CC=2)C2C=CC=CC=2)C=CC=CC=1>[C:1]([C:5]1[CH:20]=[CH:19][C:8]2[N:9]=[C:10]([C:12]3[C:17]4[O:51][CH2:39][CH2:25][N:26]([C:27]5[C:40]([Cl:41])=[CH:22][CH:23]=[CH:24][N:28]=5)[C:16]=4[CH:15]=[CH:14][CH:13]=3)[NH:11][C:7]=2[CH:6]=1)([CH3:4])([CH3:3])[CH3:2] |f:3.4.5,7.8.9|. Procedure: 3.1 g (10 mmol) of 4-(5-tert-butyl-1H-benzo[d]imidazol-2-yl)benzenamine (compound 1a) obtained Example 1 was dissolved in 10 mL of toluene. 1.5 g (10 mmol) of 2,3-dichloropyridine (compound 8), 0.1 g (0.5 mmol) of Pd(OAc)2, 0.5 g (0.8 mmol) of 2,2′-bis(diphenylphosphino)-1,1′-binaphthyl and 4.6 g (14 mmol) of Cs2CO3 were added thereto and stirred at 90° C. for 12 hr. The reaction mixture was cooled to room temperature and concentrated under reduced pressure, followed by dilution with ethyl aceta... The reactants are C1(=CC=CC=C1)P(C1=CC=CC=2C(C3=CC=CC(=C3OC12)P(C1=CC=CC=C1)C1=CC=CC=C1)(C)C)C1=CC=CC=C1 (4,5 Bis(diphenyl-phosphino)-9,9-dimethylxanthene), Tris(dibenzylideneacetone)di-palladium(0)[Pd2(dba)3], BrC=1C=NC=NC1 (5-Bromo pyrimidine), CC1=C(C=C(C=C1)[N+](=O)[O-])N1CC2=C(N=C(N=C2)N)CC1 (6-(2-Methyl-5-nitro-phenyl)-5,6,7,8-tetrahydro-pyrido[4,3-d]pyrimidin-2-ylamine), C([O-])([O-])=O.[Cs+].[Cs+] (cesium carbonate). Run in O1CCOCC1 (1,4-dioxane). The product is CC1=C(C=C(C=C1)[N+](=O)[O-])N1CC2=C(N=C(N=C2)NC=2C=NC=NC2)CC1 ([6-(2-Methyl-5-nitro-phenyl)-5,6,7,8-tetrahydro-pyrido[4,3-d]pyrimidin-2-yl]-pyrimidin-5-yl-amine). RXN SMILES: C1(P(C2C=CC=CC=2)C2C3OC4C(=CC=CC=4P(C4C=CC=CC=4)C4C=CC=CC=4)C(C)(C)C=3C=CC=2)C=CC=CC=1.Br[C:44]1[CH:45]=[N:46][CH:47]=[N:48][CH:49]=1.[CH3:50][C:51]1[CH:56]=[CH:55][C:54]([N+:57]([O-:59])=[O:58])=[CH:53][C:52]=1[N:60]1[CH2:70][CH2:69][C:63]2[N:64]=[C:65]([NH2:68])[N:66]=[CH:67][C:62]=2[CH2:61]1.C(=O)([O-])[O-].[Cs+].[Cs+]>O1CCOCC1>[CH3:50][C:51]1[CH:56]=[CH:55][C:54]([N+:57]([O-:59])=[O:58])=[CH:53][C:52]=1[N:60]1[CH2:70][CH2:69][C:63]2[N:64]=[C:65]([NH:68][C:44]3[CH:45]=[N:46][CH:47]=[N:48][CH:49]=3)[N:66]=[CH:67][C:62]=2[CH2:61]1 |f:3.4.5|. Reported procedure: A mixture of 4,5 Bis(diphenyl-phosphino)-9,9-dimethylxanthene [xanthopos](8.6 mg, 0.01488 mmol) and Tris(dibenzylideneacetone)di-palladium(0)[Pd2(dba)3](6.81 mg, 0.00744 mmol) in dry 1,4-dioxane (5 ml) was stirred vigorously and nitrogen was bubbled through the suspension for 30 minutes. 5-Bromo pyrimidine (19.7 mg, 0.1247 mmol), 6-(2-Methyl-5-nitro-phenyl)-5,6,7,8-tetrahydro-pyrido[4,3-d]pyrimidin-2-ylamine (35.57 mg, 0.1247 mmol) and dry cesium carbonate (100 mg, 0.31 mmol) was added. Nitrogen... Starting materials: C([O-])(O)=O.[Na+] (sodium bicarbonate), 1,1′-bis-diphenyl phosphinoferrocene dichloro palladium (II), C1(CC1)N(C(=O)C=1[C@H](N(CCC1OS(=O)(=O)C(F)(F)F)C(=O)OC(C)(C)C)COCOC)CC1=C(C(=CC=C1)Cl)Cl ((S)-Tert-butyl 3-(cyclopropyl(2,3-dichlorobenzyl)carbamoyl)-2-((methoxymethoxy)methyl)-4-(trifluoromethylsulfonyloxy)-5,6-dihydropyridine-1(2H)-carboxylate), OC1=CC=C(C=C1)B(O)O (4-hydroxyphenyl boronic acid). Run in O1CCOCC1 (Dioxane). Yields the product C1(CC1)N(C(=O)C=1[C@H](N(CCC1C1=CC=C(C=C1)O)C(=O)OC(C)(C)C)COCOC)CC1=C(C(=CC=C1)Cl)Cl ((S)-Tert-butyl 3-(cyclopropyl(2,3-dichlorobenzyl)carbamoyl)-4-(4-hydroxyphenyl)-2-((methoxymethoxy)methyl)-5,6-dihydropyridine-1(2H)-carboxylate). RXN SMILES: [CH:1]1([N:4]([CH2:33][C:34]2[CH:39]=[CH:38][CH:37]=[C:36]([Cl:40])[C:35]=2[Cl:41])[C:5]([C:7]2[C@@H:8]([CH2:28][O:29][CH2:30][O:31][CH3:32])[N:9]([C:21]([O:23][C:24]([CH3:27])([CH3:26])[CH3:25])=[O:22])[CH2:10][CH2:11][C:12]=2OS(C(F)(F)F)(=O)=O)=[O:6])[CH2:3][CH2:2]1.[OH:42][C:43]1[CH:48]=[CH:47][C:46](B(O)O)=[CH:45][CH:44]=1.C(=O)(O)[O-].[Na+]>O1CCOCC1>[CH:1]1([N:4]([CH2:33][C:34]2[CH:39]=[CH:38][CH:37]=[C:36]([Cl:40])[C:35]=2[Cl:41])[C:5]([C:7]2[C@@H:8]([CH2:28][O:29][CH2:30][O:31][CH3:32])[N:9]([C:21]([O:23][C:24]([CH3:26])([CH3:27])[CH3:25])=[O:22])[CH2:10][CH2:11][C:12]=2[C:46]2[CH:47]=[CH:48][C:43]([OH:42])=[CH:44][CH:45]=2)=[O:6])[CH2:2][CH2:3]1 |f:2.3|. Procedure details: Into a 20 mL microwave vial was added 4G (1.33 g, 2.05 mmol) and 4-hydroxyphenyl boronic acid (425 mg, 3.1 mmol, 1.5 eq). Dioxane (12 mL) and saturated sodium bicarbonate (4 mL) was added and the mixture was degassed by bubbling N2 through the solution for 10 minutes. After degassing, 1,1′-bis-diphenyl phosphinoferrocene dichloro palladium (II) (Pd(dppf)Cl2) (150 mg, 206 μmol, 0.05 eq) was added and the reaction was capped. The reaction was microwaved at 150° C. for 20 minutes, and the reaction ... Starting materials: C(C)[Mg]Br (ethylmagnesium bromide), C(C)OC(=O)C1=NOC(=N1)COC1=C(C=C(C=C1)Cl)Cl (3-ethoxycarbonyl-5-[(2,4-dichlorophenoxy)methyl]-1,2,4-oxadiazole), Cl (HCl). Run in O1CCCC1 (tetrahydrofuran). Run at temperature -78 celsius, time 1 hour. The product is C(C)C(=O)C1=NOC(=N1)COC1=C(C=C(C=C1)Cl)Cl (3-ethylcarbonyl-5-[(2,4-dichlorophenoxy)methyl]-1,2,4-oxadiazole). The yield is 83.0%. As a reaction SMILES: C(O[C:4]([C:6]1[N:10]=[C:9]([CH2:11][O:12][C:13]2[CH:18]=[CH:17][C:16]([Cl:19])=[CH:15][C:14]=2[Cl:20])[O:8][N:7]=1)=[O:5])C.[CH2:21]([Mg]Br)[CH3:22].Cl>O1CCCC1>[CH2:21]([C:4]([C:6]1[N:10]=[C:9]([CH2:11][O:12][C:13]2[CH:18]=[CH:17][C:16]([Cl:19])=[CH:15][C:14]=2[Cl:20])[O:8][N:7]=1)=[O:5])[CH3:22]. Procedure: 0.95 g of 3-ethoxycarbonyl-5-[(2,4-dichlorophenoxy)methyl]-1,2,4-oxadiazole was added to 30 ml of tetrahydrofuran. The mixture was cooled to -78° C., and then 3 ml of ethylmagnesium bromide (2M solution) was added dropwise. After the mixture was stirred at -78° C. for 1 hour, it was poured into cold aqueous 5% HCl solution. After the resulted product was extracted with ether and concentrated, it was purified by column chromatography(hexane:ethylacetate=4:1) to obtain 0.75 g of the desired produc... The reactants are O=c1c2cc(F)c(N3CCCC3)nc2n(Cc2ccccc2)c(=O)n1OCc1ccccc1, CO, CCOC(C)=O. The product is O=c1c2cc(F)c(N3CCCC3)nc2n(Cc2ccccc2)c(=O)n1O. As a reaction SMILES: [CH2:1]([c:2]1[cH:3][cH:4][cH:5][cH:6][cH:7]1)[n:8]1[c:9](=[O:33])[n:10]([O:25][CH2:26][c:27]2[cH:28][cH:29][cH:30][cH:31][cH:32]2)[c:11](=[O:24])[c:12]2[c:13]1[n:14][c:15]([N:19]1[CH2:20][CH2:21][CH2:22][CH2:23]1)[c:16]([F:18])[cH:17]2.[CH3:34][OH:35].[CH3:36][CH2:37][O:38][C:39](=[O:40])[CH3:41]>>[CH2:1]([c:2]1[cH:3][cH:4][cH:5][cH:6][cH:7]1)[n:8]1[c:9](=[O:33])[n:10]([OH:25])[c:11](=[O:24])[c:12]2[c:13]1[n:14][c:15]([N:19]1[CH2:20][CH2:21][CH2:22][CH2:23]1)[c:16]([F:18])[cH:17]2.